This data is from the Open Reaction Database (ORD), a public repository of structured organic reaction records. The task is: describe an organic reaction: reactants, conditions, products, and yield The reactants are CNC, O=C(CCl)Nc1ccccc1, O. The product is CN(C)CC(=O)Nc1ccccc1. As a reaction SMILES: [CH3:12][NH:13][CH3:14].[Cl:1][CH2:2][C:3](=[O:4])[NH:5][c:6]1[cH:7][cH:8][cH:9][cH:10][cH:11]1.[OH2:15]>>[CH2:2]([C:3](=[O:4])[NH:5][c:6]1[cH:7][cH:8][cH:9][cH:10][cH:11]1)[N:13]([CH3:12])[CH3:14].